From a dataset of the Open Reaction Database (ORD), a public repository of structured organic reaction records. describe an organic reaction: reactants, conditions, products, and yield The reactants are C(C)C=1C=C(C=CC1)N(C#N)C (N-(3-ethylphenyl)-N-methylcyanamide), Cl.CNC1=CC=CC2=CC=CC=C12 (N-methyl-1-naphthylamine hydrochloride). Reaction conditions: time 14 hour. Yields the product C(C)C=1C=C(C=CC1)N(C(=N)N(C1=CC=CC2=CC=CC=C12)C)C (N-(3-Ethylphenyl)-N,N'-dimethyl-N'-(1-naphthyl)guanidine). Reaction SMILES: [CH2:1]([C:3]1[CH:4]=[C:5]([N:9]([CH3:12])[C:10]#[N:11])[CH:6]=[CH:7][CH:8]=1)[CH3:2].Cl.[CH3:14][NH:15][C:16]1[C:25]2[C:20](=[CH:21][CH:22]=[CH:23][CH:24]=2)[CH:19]=[CH:18][CH:17]=1>>[CH2:1]([C:3]1[CH:4]=[C:5]([N:9]([CH3:12])[C:10]([N:15]([CH3:14])[C:16]2[C:25]3[C:20](=[CH:21][CH:22]=[CH:23][CH:24]=3)[CH:19]=[CH:18][CH:17]=2)=[NH:11])[CH:6]=[CH:7][CH:8]=1)[CH3:2] |f:1.2|. Reported procedure: In a 5 ml round bottom flask was placed N-(3-ethylphenyl)-N-methylcyanamide (340 mg, 2.18 mmol), N-methyl-1-naphthylamine hydrochloride (440 mg, 2.28 mmol) and a stir bar. The flask was evacuated via aspirator and flushed with N2. This was immediately placed in a preheated 160° C. oil bath and allowed to stir under N2 for 14 h. The resultant brown glass was dissolved in methanol (5 ml) and diluted with hot distilled water (20 ml). This solution was basified with 0.1N NaOH (25 ml) and extracted w... Starting materials: C(C)OC(C=1C(N)=CC=CC1)=O (anthranilic acid ethyl ester), C(C=1C(N)=CC=CC1)(=O)O (anthranilic acid). Yields the product C(C)OC(C=1C(NC(C)C)=CC=CC1)=O (N-isopropylanthranilic acid ethyl ester). RXN SMILES: [CH2:1]([O:3][C:4](=[O:12])[C:5]1[C:6](=[CH:8][CH:9]=[CH:10][CH:11]=1)[NH2:7])[CH3:2].[C:13](O)(=O)[C:14]1C(=CC=C[CH:20]=1)N>>[CH2:1]([O:3][C:4](=[O:12])[C:5]1[C:6](=[CH:8][CH:9]=[CH:10][CH:11]=1)[NH:7][CH:14]([CH3:20])[CH3:13])[CH3:2]. Procedure details: Following the reaction procedure of Example 8 but substituted a molar equivalent amount of anthranilic acid ethyl ester for the anthranilic acid, there is obtained N-isopropylanthranilic acid ethyl ester. RXN SMILES: [CH2:1]1[CH2:2][CH2:3][CH2:4][CH2:5][C:6]12[NH:7][C:8]1([CH2:9][CH2:10][CH2:11][CH2:12][CH2:13]1)[NH:14][C:15]2=[O:16].[CH3:17][N:18]=[C:19]=[O:20].[N:21]12[CH2:22][CH2:23][N:24]([CH2:25][CH2:26]1)[CH2:27][CH2:28]2.[cH:29]1[cH:30][cH:31][cH:32][cH:33][cH:34]1>>[CH2:1]1[CH2:2][CH2:3][CH2:4][CH2:5][C:6]12[NH:7][C:8]1([CH2:9][CH2:10][CH2:11][CH2:12][CH2:13]1)[N:14]([C:19]([NH:18][CH3:17])=[O:20])[C:15]2=[O:16]. Product: CNC(=O)N1C(=O)C2(CCCCC2)NC12CCCCC2. The reactants are O=C1NC2(CCCCC2)NC12CCCCC2, CN=C=O, C1CN2CCN1CC2, c1ccccc1. Reactants: Cl.N[C@H](C(O)C1=CC(=CC=C1)F)CC(C)C ((2S)-2-Amino-1-(3-fluorophenyl)-4-methyl-pentane-1-ol hydrochloride). The solvent is [OH-].[Na+] (NaOH), C(C)(=O)OCC (ethyl acetate). Product: N[C@H](C(O)C1=CC(=CC=C1)F)CC(C)C ((2S)-2-Amino-1-(3-fluorophenyl)-4-methyl-pentane-1-ol). Reaction SMILES: Cl.[NH2:2][C@@H:3]([CH2:13][CH:14]([CH3:16])[CH3:15])[CH:4]([C:6]1[CH:11]=[CH:10][CH:9]=[C:8]([F:12])[CH:7]=1)[OH:5]>[OH-].[Na+].C(OCC)(=O)C>[NH2:2][C@@H:3]([CH2:13][CH:14]([CH3:16])[CH3:15])[CH:4]([C:6]1[CH:11]=[CH:10][CH:9]=[C:8]([F:12])[CH:7]=1)[OH:5] |f:0.1,2.3|. Reported procedure: (2S)-2-Amino-1-(3-fluorophenyl)-4-methyl-pentane-1-ol hydrochloride (1.6 g, 6.46 mmol) is stirred overnight in a mixture of 1N NaOH (12.92 mL) and ethyl acetate (20 mL). The organic phase is separated and the aqueous phase is washed twice with ethyl acetate. The combined organic extracts are washed with brine, dried over Na2SO4 and the solvent is evaporated. After purification of the residue by chromatography (silicagel, eluents: dichloromethane/methanol) 694 mg (50.9%) of the title compound as ... The reactants are CN1CCOCC1 (N-methyl morpholine), C(N)(OC1=CC=CC=C1)=O (phenyl carbamate), NC(=O)N (urea), ClC(Cl)(OC(OC(Cl)(Cl)Cl)=O)Cl (triphosgene), C(=O)(N1C=NC=C1)N1C=NC=C1 (carbonyldiimidazole), NCCN1C(C(=NC2=CC=C(C=C12)NCC1=CC(=CC=C1)C(F)(F)F)C)=O (1-(2-aminoethyl)-3-methyl-7-(3-(trifluoromethyl)benzyl-amino)quinoxalin-2(1H)-one), primary amines, C(=O)(Cl)Cl (phosgene), C(N)(OC1=CC=CC=C1)=O (phenyl carbamate). Run in C1CCOC1 (THF). The product is CC=1C(N(C2=CC(=CC=C2N1)NCC1=CC(=CC=C1)C(F)(F)F)CCNC(=O)N)=O (1-(2-(3-methyl-2-oxo-7-(3-(trifluoromethyl)benzyl-amino)quinoxalin-1(2H)-yl)ethyl)urea). Reaction SMILES: [NH2:1][C:2]([NH2:4])=[O:3].C(Cl)(Cl)=O.ClC(Cl)(OC(=O)OC(Cl)(Cl)Cl)Cl.C(N1C=CN=C1)(N1C=CN=C1)=O.C(=O)(OC1C=CC=CC=1)N.N[CH2:44][CH2:45][N:46]1[C:55]2[C:50](=[CH:51][CH:52]=[C:53]([NH:56][CH2:57][C:58]3[CH:63]=[CH:62][CH:61]=[C:60]([C:64]([F:67])([F:66])[F:65])[CH:59]=3)[CH:54]=2)[N:49]=[C:48]([CH3:68])[C:47]1=[O:69].CN1CCOCC1>C1COCC1>[CH3:68][C:48]1[C:47](=[O:69])[N:46]([CH2:45][CH2:44][NH:1][C:2]([NH2:4])=[O:3])[C:55]2[C:50]([N:49]=1)=[CH:51][CH:52]=[C:53]([NH:56][CH2:57][C:58]1[CH:63]=[CH:62][CH:61]=[C:60]([C:64]([F:67])([F:66])[F:65])[CH:59]=1)[CH:54]=2. Procedure: Compounds of Formula I in which R1 includes a urea moiety can be synthesized from primary amines in a variety of ways using phosgene, triphosgene, carbonyldiimidazole, and others as coupling reagents. One preferred way includes the use of the reagent phenyl carbamate (Young, R. J. et al, Bioorg. Med. Chem. Lett. 2006, 16, 5953-7). Starting material 1-(2-aminoethyl)-3-methyl-7-(3-(trifluoromethyl)benzyl-amino)quinoxalin-2(1H)-one (50 mg) was heated to reflux in THF for 2 h in the presence of N-me... Starting materials: C(C)C1=C(C(=C(C(=C1Cl)Cl)Cl)Cl)Cl (ethylpentachlorobenzene), ClCl (chlorine). Yields the product ClC(C)C1=C(C(=C(C(=C1Cl)Cl)Cl)Cl)Cl (α-chloroethylpentachlorobenzene). As a reaction SMILES: [CH2:1]([C:3]1[C:8]([Cl:9])=[C:7]([Cl:10])[C:6]([Cl:11])=[C:5]([Cl:12])[C:4]=1[Cl:13])[CH3:2].[Cl:14]Cl>>[Cl:14][CH:1]([C:3]1[C:4]([Cl:13])=[C:5]([Cl:12])[C:6]([Cl:11])=[C:7]([Cl:10])[C:8]=1[Cl:9])[CH3:2]. Procedure: In U.S. Pat. No. 2,193,823, a method is taught for low yield α-chlorination of ethylpentachlorobenzene by contacting the same in the liquid phase at elevated temperature with chlorine gas in the presence of the light of an ordinary electric light bulb to produce α-chloroethylpentachlorobenzene. The desired product must be separated from the reaction mixture by treating the mixture chemically to remove residual chlorine, followed by two vacuum distillation steps. The reactants are NC1=NC=C(C=C1)Cl (2-amino-5-chloropyridine), compound 9, BrCC(=O)OCC (ethyl bromoacetate). Run at time 8 hour. Product: Br.N=C1N(C=C(C=C1)Cl)CC(=O)OCC (Ethyl 2-imino-5-chloro-1,2-dihydropyridin-1-yl-acetate hydrobromide). As a reaction SMILES: [NH2:1][C:2]1[CH:7]=[CH:6][C:5]([Cl:8])=[CH:4][N:3]=1.[Br:9][CH2:10][C:11]([O:13][CH2:14][CH3:15])=[O:12]>>[BrH:9].[NH:1]=[C:2]1[CH:7]=[CH:6][C:5]([Cl:8])=[CH:4][N:3]1[CH2:10][C:11]([O:13][CH2:14][CH3:15])=[O:12] |f:2.3|. Reported procedure: To 2-amino-5-chloropyridine, compound 9 (Aldrich, 10 g, 0.078 mol) was added ethyl bromoacetate (30 mL, 0.269 mol) and the reaction mixture stirred at room temperature for 8 hours. The heavy white precipitate was removed by filtration and recrystallized from EtOH to yield 21.9 g (95%) yield of compound 11 as white crystals.